Task: describe an organic reaction: reactants, conditions, products, and yield. Dataset: the Open Reaction Database (ORD), a public repository of structured organic reaction records Product: COc1cc2c(cc1OC)C(c1ccccc1)N(C(=O)N(C)CCN(C(C)C)C(C)C)CC2. As a reaction SMILES: [CH3:35][I:36].[CH3:38][S:39]([CH3:40])=[O:41].[CH:1]([CH3:2])([CH3:3])[N:4]([CH2:5][CH2:6][NH:7][C:8](=[O:9])[N:10]1[CH:11]([c:24]2[cH:25][cH:26][cH:27][cH:28][cH:29]2)[c:12]2[cH:13][c:14]([O:22][CH3:23])[c:15]([O:20][CH3:21])[cH:16][c:17]2[CH2:18][CH2:19]1)[CH:30]([CH3:31])[CH3:32].[H-:33].[Na+:34].[OH2:37]>>[CH:1]([CH3:2])([CH3:3])[N:4]([CH2:5][CH2:6][N:7]([C:8](=[O:9])[N:10]1[CH:11]([c:24]2[cH:25][cH:26][cH:27][cH:28][cH:29]2)[c:12]2[cH:13][c:14]([O:22][CH3:23])[c:15]([O:20][CH3:21])[cH:16][c:17]2[CH2:18][CH2:19]1)[CH3:35])[CH:30]([CH3:31])[CH3:32]. The reactants are CI, CS(C)=O, COc1cc2c(cc1OC)C(c1ccccc1)N(C(=O)NCCN(C(C)C)C(C)C)CC2, [H-], [Na+], O. The reactants are C1CCOC1, CO, COC(=O)c1ccc2c(c1)-c1cc3c(C4CCCCC4)cccc3n1C=C1N=NCN12, [Na+], [OH-]. The product is O=C(O)c1ccc2c(c1)-c1cc3c(C4CCCCC4)cccc3n1C=C1N=NCN12. RXN SMILES: [CH2:34]1[O:35][CH2:36][CH2:37][CH2:38]1.[CH3:39][OH:40].[CH:1]1([c:7]2[c:8]3[cH:9][c:10]4[n:11]([c:28]3[cH:29][cH:30][cH:31]2)[CH:12]=[C:13]2[N:14]([c:15]3[c:16]-4[cH:17][c:18]([C:21](=[O:22])[O:23][CH3:24])[cH:19][cH:20]3)[CH2:25][N:26]=[N:27]2)[CH2:2][CH2:3][CH2:4][CH2:5][CH2:6]1.[Na+:33].[OH-:32]>>[CH:1]1([c:7]2[c:8]3[cH:9][c:10]4[n:11]([c:28]3[cH:29][cH:30][cH:31]2)[CH:12]=[C:13]2[N:14]([c:15]3[c:16]-4[cH:17][c:18]([C:21](=[O:22])[OH:23])[cH:19][cH:20]3)[CH2:25][N:26]=[N:27]2)[CH2:2][CH2:3][CH2:4][CH2:5][CH2:6]1. Starting materials: ice water, CC1=CC=C(CSC(CN2C=NC=C2)SCC2=CC=C(C=C2)C)C=C1 (1-[2,2-bis(4-methylbenzylthio)ethyl]-1H-imidazole), hydrochloride salts, mono-sulfoxides, Cl (hydrogen chloride), CCOCC (ether), ClC1=CC(=CC=C1)C(=O)OO (m-chloroperbenzoic acid), hydrochloride salt. The solvent is C(Cl)(Cl)Cl (chloroform), C(Cl)(Cl)Cl (chloroform). Conditions: time 18 hour. Product: Cl.CC1=CC=C(CS(=O)C(CN2C=NC=C2)SCC2=CC=C(C=C2)C)C=C1 (1-[2-(4-Methylbenzylsulfinyl)-2-(4-methylbenzylthio)ethyl]-1H-imidazole Hydrochloride). Reaction SMILES: [Cl:1]C1C=CC=C(C(OO)=[O:9])C=1.[CH3:12][C:13]1[CH:36]=[CH:35][C:16]([CH2:17][S:18][CH:19]([S:26][CH2:27][C:28]2[CH:33]=[CH:32][C:31]([CH3:34])=[CH:30][CH:29]=2)[CH2:20][N:21]2[CH:25]=[CH:24][N:23]=[CH:22]2)=[CH:15][CH:14]=1.CCOCC.Cl>C(Cl)(Cl)Cl>[ClH:1].[CH3:12][C:13]1[CH:14]=[CH:15][C:16]([CH2:17][S:18]([CH:19]([S:26][CH2:27][C:28]2[CH:29]=[CH:30][C:31]([CH3:34])=[CH:32][CH:33]=2)[CH2:20][N:21]2[CH:25]=[CH:24][N:23]=[CH:22]2)=[O:9])=[CH:35][CH:36]=1 |f:5.6|. Procedure: A solution of 85% m-chloroperbenzoic acid (1.66 g, 9.63 mmoles) in chloroform (80 ml) was added dropwise during 1 hour to a stirred, cooled (ice/water) solution of 1-[2,2-bis(4-methylbenzylthio)ethyl]-1H-imidazole (3.55 g, 9.63 mmoles) in chloroform (125 ml). The solution was stirred for 18 hours at ambient temperature and then washed successively with aqueous Na2CO3 (2×), H2O and brine. The solution was dried over Na2SO4 and concentrated to leave a mixture of the diastereoisomeric mono-sulfoxid... Reactants: NC1=C(C2=C(S1)C=CC=C2C)C#N (2-amino-4-methylbenzo[b]thiophene-3-carbonitrile), ClC1=C(C=CC=C1)[N+](=O)[O-] (2-chloronitrobenzene). The solvent is CS(=O)C (dimethyl sulfoxide). Yields the product CC1=CC=CC=2SC(=C(C21)C#N)NC2=C(C=CC=C2)[N+](=O)[O-] (4-methyl-2-(2-nitroanilino)benzo[b]thiophene-3-carbonitrile). Yield: 92.9%. As a reaction SMILES: [NH2:1][C:2]1[S:6][C:5]2[CH:7]=[CH:8][CH:9]=[C:10]([CH3:11])[C:4]=2[C:3]=1[C:12]#[N:13].Cl[C:15]1[CH:20]=[CH:19][CH:18]=[CH:17][C:16]=1[N+:21]([O-:23])=[O:22]>CS(C)=O>[CH3:11][C:10]1[C:4]2[C:3]([C:12]#[N:13])=[C:2]([NH:1][C:15]3[CH:20]=[CH:19][CH:18]=[CH:17][C:16]=3[N+:21]([O-:23])=[O:22])[S:6][C:5]=2[CH:7]=[CH:8][CH:9]=1. Procedure details: In the same manner as in Starting Material Synthesis Example 51 and using 2-amino-4-methylbenzo[b]thiophene-3-carbonitrile (3.8 g), 2-chloronitrobenzene(3.5 g) and dimethyl sulfoxide (45 ml), 4-methyl-2-(2-nitroanilino)benzo[b]thiophene-3-carbonitrile (5.8 g) was obtained. Reactants: O=S1(N(CCCC1)C1=C(C#N)C=CC=C1)=O (2-(1,1-dioxo-1λ6-[1,2]thiazinan-2-yl)-benzonitrile), Cl.CNO (N-methylhydroxylamine hydrochloride), C([O-])([O-])=O.[Na+].[Na+] (sodium carbonate). Run in O.C(C)O (water ethanol). Conditions: temperature 90 celsius, time 18 hour. As a reaction SMILES: [O:1]=[S:2]1(=[O:16])[CH2:7][CH2:6][CH2:5][CH2:4][N:3]1[C:8]1[CH:15]=[CH:14][CH:13]=[CH:12][C:9]=1[C:10]#[N:11].Cl.[CH3:18][NH:19][OH:20].C(=O)([O-])[O-].[Na+].[Na+]>O.C(O)C>[O:1]=[S:2]1(=[O:16])[CH2:7][CH2:6][CH2:5][CH2:4][N:3]1[C:8]1[CH:15]=[CH:14][CH:13]=[CH:12][C:9]=1[C:10]([N:19]([OH:20])[CH3:18])=[NH:11] |f:1.2,3.4.5,6.7|. The product is O=S1(N(CCCC1)C1=C(C(=N)N(C)O)C=CC=C1)=O (2-(1,1-Dioxo-1λ6-[1,2]thiazinan-2-yl)-N-hydroxy-N-methyl-benzamidine). Procedure: To a stirred solution of 2-(1,1-dioxo-1λ6-[1,2]thiazinan-2-yl)-benzonitrile and N-methylhydroxylamine hydrochloride (1.67 g, 20 mmol) in 1:1 water/ethanol (70 mL) was added sodium carbonate (1.06 g, 10 mmol) and the resulting mixture stirred at 90° C. for 18 h. After cooling and concentration, the resulting residue was suspended in MeOH/CHCl3 (100 mL, 1:9). The insoluble solids were removed by filtration and concentration of the filtrate gave the crude product as an amber oil (3.5 g) that was ca... The reactants are N1=CC=CC=C1 (pyridine), FN1NC(=CC(=N1)F)F (2,4,6-trifluorotriazine), NC1(CCCC1)C1=C(C(=O)O)C=CC(=N1)Cl (2-(aminocyclopentyl)-6-chloronicotinic acid). Run in ClCCl (dichloromethane), ClCCl (dichloromethane). Run at time 2 hour. Yields the product NC1(CCCC1)C1=C(C(=O)F)C=CC(=N1)Cl (2-(Aminocyclopentyl)-6-chloronicotinic acid fluoride). Yield: 99.3%. Reaction SMILES: N1C=CC=CC=1.[F:7]N1N=C(F)C=C(F)N1.[NH2:16][C:17]1([C:22]2[N:30]=[C:29]([Cl:31])[CH:28]=[CH:27][C:23]=2[C:24](O)=[O:25])[CH2:21][CH2:20][CH2:19][CH2:18]1>ClCCl>[NH2:16][C:17]1([C:22]2[N:30]=[C:29]([Cl:31])[CH:28]=[CH:27][C:23]=2[C:24]([F:7])=[O:25])[CH2:21][CH2:20][CH2:19][CH2:18]1. Procedure details: 0.34 ml (4.15 mmol) of pyridine and 0.53 ml (6.23 mmol) of 2,4,6-trifluorotriazine are added to a suspension of 1.0 g (4.15 mmol) of 2-(aminocyclopentyl)-6-chloronicotinic acid in 12 ml of dichloromethane. The mixture is stirred for 2 hours at ambient temperature and then diluted with dichloromethane. The organic phase is washed twice with an ice-cold solution of NaHCO3aq and then dried over Na2SO4, filtered, and concentrated under reduced pressure. 1 g of product is obtained in the form of a br... Reactants: BrC=1C=C(C=O)C=CC1 (3-bromobenzaldehyde), [Cl-].C(C)OC(COC1=C(C=C(C[P+](C2=CC=CC=C2)(C2=CC=CC=C2)C2=CC=CC=C2)C=C1)C)=O ([4-(2-ethoxy-2-oxoethoxy)-3-methylbenzyl](triphenyl)phosphonium chloride), [H-].[Na+] (NaH), ice water. The solvent is C1CCOC1 (THF), C1CCOC1 (THF). Conditions: time 15 minute. The product is BrC=1C=C(C=CC1)C=CC1=CC(=C(C=C1)OCC(=O)OCC)C (Ethyl ({4-[2-(3-bromophenyl)ethenyl]-2-methylphenyl}oxy)acetate). Isolated yield 69.4%. RXN SMILES: [Cl-].[CH2:2]([O:4][C:5](=[O:35])[CH2:6][O:7][C:8]1[CH:33]=[CH:32][C:11]([CH2:12][P+](C2C=CC=CC=2)(C2C=CC=CC=2)C2C=CC=CC=2)=[CH:10][C:9]=1[CH3:34])[CH3:3].[H-].[Na+].[Br:38][C:39]1[CH:40]=[C:41]([CH:44]=[CH:45][CH:46]=1)[CH:42]=O>C1COCC1>[Br:38][C:39]1[CH:40]=[C:41]([CH:42]=[CH:12][C:11]2[CH:32]=[CH:33][C:8]([O:7][CH2:6][C:5]([O:4][CH2:2][CH3:3])=[O:35])=[C:9]([CH3:34])[CH:10]=2)[CH:44]=[CH:45][CH:46]=1 |f:0.1,2.3|. Procedure details: A suspension of [4-(2-ethoxy-2-oxoethoxy)-3-methylbenzyl](triphenyl)phosphonium chloride (500 mg, 0.99 mmol) in dry THF (10 mL) was cooled to 0° C. (ice/water bath) and treated with NaH (44 mg of a 60% dispersion in mineral oil, 1.10 mmol) portion-wise over 5 minutes. The resulting yellow suspension was stirred for 15 minutes and was then treated with 3-bromobenzaldehyde (184 mg, 0.99 mmol) in dry THF (5 mL). The resulting white suspension was allowed to warm to rt over 3.5 hours and was then he... The reactants are C(C1=CC=CC=C1)OC(=O)N1CC2CC(C(C2CC1)=O)C1=C(C=CC=C1)F (3-benzyloxycarbonyl-8-(2-fluorophenyl)-7-oxo-3-azabicyclo[4.3.0]nonane). Reagents/catalysts: [C].[Pd] (palladium-carbon). The solvent is CO (methanol). Run at time 4 day. Product: FC1=C(C=CC=C1)C1C(C2CCNCC2C1)=O (8-(2-fluorophenyl)-7-oxo-3-azabicyclo[4.3.0]nonane). Yield: 195.3%. As a reaction SMILES: C(OC([N:11]1[CH2:19][CH2:18][CH:17]2[CH:13]([CH2:14][CH:15]([C:21]3[CH:26]=[CH:25][CH:24]=[CH:23][C:22]=3[F:27])[C:16]2=[O:20])[CH2:12]1)=O)C1C=CC=CC=1>CO.[C].[Pd]>[F:27][C:22]1[CH:23]=[CH:24][CH:25]=[CH:26][C:21]=1[CH:15]1[CH2:14][CH:13]2[CH:17]([CH2:18][CH2:19][NH:11][CH2:12]2)[C:16]1=[O:20] |f:2.3|. Procedure details: After then dissolving 50 mg of the 3-benzyloxycarbonyl-8-(2-fluorophenyl)-7-oxo-3-azabicyclo[4.3.0]nonane in 30 ml of methanol, 100 mg of 10% palladium-carbon was added and the mixture was stirred for 4 days at room temperature under a hydrogen atmosphere (1 atm). The reaction mixture was filtered and the filtrate was distilled off under reduced pressure to obtain 62 mg of 8-(2-fluorophenyl)-7-oxo-3-azabicyclo[4.3.0]nonane. The reactants are C(CCC(=O)O)(=O)O.C(CCC[*:2])[*:1] (polybutylene succinate), C(CCC)(O)O (butanediol), C(CCC(=O)O)(=O)O.C(CCC[*:2])[*:1] (polybutylene succinate), aliphatic polyester, C(CCC(=O)O)(=O)O (succinic acid). The product is C(CCCCC(=O)[O-])(=O)[O-] (adipate), C(CCCCC(=O)O)(=O)O (adipic acid). As a reaction SMILES: [CH:1]([OH:6])([OH:5])[CH2:2][CH2:3][CH3:4].[C:7]([OH:14])(=[O:13])[CH2:8][CH2:9][C:10]([OH:12])=[O:11]>>[C:10]([O-:12])(=[O:11])[CH2:9][CH2:4][CH2:3][CH2:2][C:1]([O-:6])=[O:5].[C:1]([OH:6])(=[O:5])[CH2:2][CH2:10][CH2:9][CH2:8][C:7]([OH:14])=[O:13]. Procedure: Examples of the polybutylene succinate (PBS) type aliphatic polyester include polybutylene succinate (PBS) made from butanediol and succinic acid, an adipate copolymer (PBSA) obtained by copolymerizing adipic acid to accelerate biodegradability, and adipate/terephthalate copolymer obtained by copolymerizing terephthalic acid. The commercially available products include “BIONOLLE (trade name)”, “ENPOL (trade name)”, “ECOFLEX (trade name)” and “BIOMAX (trade name)” available from Showa High polyme...